Dataset: the Open Reaction Database (ORD), a public repository of structured organic reaction records. Task: describe an organic reaction: reactants, conditions, products, and yield Starting materials: C(C1=CC=CC=C1)(=O)Cl (benzoyl chloride), OC1=CC2=C(C(C(O2)=CC2=CC=3OCOC3C=C2)=O)C=C1 (6-hydroxy-2-piperonylidene-3(2H)-benzofuranone), C(C)(=O)OCC (ethyl acetate). The solvent is N1=CC=CC=C1 (pyridine). The product is C(C1=CC=CC=C1)(=O)OC1=CC2=C(C(C(O2)=CC2=CC=3OCOC3C=C2)=O)C=C1 (6-benzoyloxy-2-piperonylidene-3(2H)-benzofuranone). RXN SMILES: [OH:1][C:2]1[CH:21]=[CH:20][C:5]2[C:6](=[O:19])[C:7](=[CH:9][C:10]3[CH:18]=[CH:17][C:16]4[O:15][CH2:14][O:13][C:12]=4[CH:11]=3)[O:8][C:4]=2[CH:3]=1.[C:22](Cl)(=[O:29])[C:23]1[CH:28]=[CH:27][CH:26]=[CH:25][CH:24]=1.C(OCC)(=O)C>N1C=CC=CC=1>[C:22]([O:1][C:2]1[CH:21]=[CH:20][C:5]2[C:6](=[O:19])[C:7](=[CH:9][C:10]3[CH:18]=[CH:17][C:16]4[O:15][CH2:14][O:13][C:12]=4[CH:11]=3)[O:8][C:4]=2[CH:3]=1)(=[O:29])[C:23]1[CH:28]=[CH:27][CH:26]=[CH:25][CH:24]=1. Procedure details: After 6-hydroxy-2-piperonylidene-3(2H)-benzofuranone 0.5 g was dissolved in pyridine 5 ml, benzoyl chloride 0.282 ml was added, and the mixture was refluxed for two hours. The reaction mixture was cooled to room temperature, ethyl acetate 50 ml was added, and the mixture was washed with 2N-hydrochloric acid 50 ml twice. The ethyl acetate solution was dehydrated with anhydrous magnesium sulfate and concentrated under reduced pressure. The crude extract was dissolved in ethyl acetate 10 ml and hex...